This data is from the Open Reaction Database (ORD), a public repository of structured organic reaction records. The task is: describe an organic reaction: reactants, conditions, products, and yield Starting materials: C1CCOC1, CN(C)S(=O)(=O)Cl, COC(=O)c1ccc2cn[nH]c2c1OC, [H-], [Na+]. Product: COC(=O)c1ccc2cnn(S(=O)(=O)N(C)C)c2c1OC. As a reaction SMILES: [CH2:25]1[O:26][CH2:27][CH2:28][CH2:29]1.[CH3:18][N:19]([S:20](=[O:21])(=[O:22])[Cl:23])[CH3:24].[CH3:3][O:4][C:5](=[O:6])[c:7]1[cH:8][cH:9][c:10]2[cH:11][n:12][nH:13][c:14]2[c:15]1[O:16][CH3:17].[H-:1].[Na+:2]>>[CH3:3][O:4][C:5](=[O:6])[c:7]1[cH:8][cH:9][c:10]2[cH:11][n:12][n:13]([S:20]([N:19]([CH3:18])[CH3:24])(=[O:21])=[O:22])[c:14]2[c:15]1[O:16][CH3:17]. Starting materials: OC1=CC(=CC2=C1C=1CN(CCC1C(O2)(C)C)CC(=O)NC(=O)N)C(C(CCCCC)C)C ({[10-hydroxy-5,5-dimethyl-8-(1,2-dimethylheptyl)-1,2,3,4-tetrahydro-5H-[1]benzopyrano[4,3-c]pyridin-2-yl]acetyl}urea), Cl.CN(CCCC(=O)O)C (4-(dimethylamino)butyric acid hydrochloride), C1(CCCCC1)N=C=NC1CCCCC1 (dicyclohexylcarbodiimide). The product is Cl.CC1(OC2=C(C(=CC(=C2)C(C(CCCCC)C)C)OC(CCCN(C)C)=O)C=2CN(CCC21)CC(=O)NC(=O)N)C ({[5,5-Dimethyl-10-[4-(dimethylamino)butyryloxy]-8-(1,2-dimethylheptyl)-1,2,3,4-tetrahydro-5H-[1]benzopyrano[4,3-c]pyridin-2-yl]acetyl}urea hydrochloride). As a reaction SMILES: [OH:1][C:2]1[C:7]2[C:8]3[CH2:9][N:10]([CH2:18][C:19]([NH:21][C:22]([NH2:24])=[O:23])=[O:20])[CH2:11][CH2:12][C:13]=3[C:14]([CH3:17])([CH3:16])[O:15][C:6]=2[CH:5]=[C:4]([CH:25]([CH3:33])[CH:26]([CH3:32])[CH2:27][CH2:28][CH2:29][CH2:30][CH3:31])[CH:3]=1.[ClH:34].[CH3:35][N:36]([CH3:43])[CH2:37][CH2:38][CH2:39][C:40](O)=[O:41].C1(N=C=NC2CCCCC2)CCCCC1>>[ClH:34].[CH3:17][C:14]1([CH3:16])[C:13]2[CH2:12][CH2:11][N:10]([CH2:18][C:19]([NH:21][C:22]([NH2:24])=[O:23])=[O:20])[CH2:9][C:8]=2[C:7]2[C:2]([O:1][C:40](=[O:41])[CH2:39][CH2:38][CH2:37][N:36]([CH3:43])[CH3:35])=[CH:3][C:4]([CH:25]([CH3:33])[CH:26]([CH3:32])[CH2:27][CH2:28][CH2:29][CH2:30][CH3:31])=[CH:5][C:6]=2[O:15]1 |f:1.2,4.5|. Procedure details: The above-titled compound was prepared according to the method of Example 8 by reacting equimolar quantities of {[10-hydroxy-5,5-dimethyl-8-(1,2-dimethylheptyl)-1,2,3,4-tetrahydro-5H-[1]benzopyrano[4,3-c]pyridin-2-yl]acetyl}urea and 4-(dimethylamino)butyric acid hydrochloride in the presence of dicyclohexylcarbodiimide. The reactants are C1COCCO1, Cl, CC(C)(C)OC(=O)NC(Cc1cccs1)C(=O)N1CCN(c2nc3ccc(CO)cc3s2)CC1. Product: NC(Cc1cccs1)C(=O)N1CCN(c2nc3ccc(CO)cc3s2)CC1. As a reaction SMILES: [CH2:36]1[O:37][CH2:38][CH2:39][O:40][CH2:41]1.[ClH:35].[OH:1][CH2:2][c:3]1[cH:4][c:5]2[c:6]([n:7][c:8]([N:10]3[CH2:11][CH2:12][N:13]([C:16]([CH:17]([CH2:18][c:19]4[s:20][cH:21][cH:22][cH:23]4)[NH:24][C:25](=[O:26])[O:27][C:28]([CH3:29])([CH3:30])[CH3:31])=[O:32])[CH2:14][CH2:15]3)[s:9]2)[cH:33][cH:34]1>>[OH:1][CH2:2][c:3]1[cH:4][c:5]2[c:6]([n:7][c:8]([N:10]3[CH2:11][CH2:12][N:13]([C:16]([CH:17]([CH2:18][c:19]4[s:20][cH:21][cH:22][cH:23]4)[NH2:24])=[O:32])[CH2:14][CH2:15]3)[s:9]2)[cH:33][cH:34]1. The reactants are C(=O)NC(CCC1=CC=C(C=C1)C(=CC(=O)OCC)C)(C)C (N-formyl-3-{4-(2-carboethoxy-1-methylethenyl)phenyl}-1, 1-dimethylpropanamine), [2H]C(Cl)(Cl)Cl.[2H]O[2H] (CDCl3 D2O). Yields the product C(=O)(OC)C=C(C)C1=CC=C(C=C1)CCC(N)(C)C (3-{4-(2-Carbomethoxy-1-methylethenyl)phenyl}-1, 1-dimethylpropanamine). Reaction SMILES: C([NH:3][C:4]([CH3:22])([CH3:21])[CH2:5][CH2:6][C:7]1[CH:12]=[CH:11][C:10]([C:13]([CH3:20])=[CH:14][C:15]([O:17][CH2:18]C)=[O:16])=[CH:9][CH:8]=1)=O.[2H]C(Cl)(Cl)Cl.[2H]O[2H]>>[C:15]([CH:14]=[C:13]([C:10]1[CH:9]=[CH:8][C:7]([CH2:6][CH2:5][C:4]([CH3:22])([CH3:21])[NH2:3])=[CH:12][CH:11]=1)[CH3:20])([O:17][CH3:18])=[O:16] |f:1.2|. Procedure: This was prepared in an identical manner to the compound described in Description 6 using N-formyl-3-{4-(2-carboethoxy-1-methylethenyl)phenyl}-1, 1-dimethylpropanamine. τ(CDCl3 /D2O(8.8 (6H, s) 8.5-8.1 (2H, m), 7.48 (3H, d, J=1.5 Hz), 7.5-7.1 (2H, m), 6.3 (3H, s), {4.1 (broad) +3.88 (q, J=1.5 Hz), Total 1H}, 2.8 (2H, d, J=7 Hz), 2.55 (2H, d, J=7 Hz).